Task: describe an organic reaction: reactants, conditions, products, and yield. Dataset: the Open Reaction Database (ORD), a public repository of structured organic reaction records Starting materials: [N+](=O)([O-])C1=CC(=C(C=C1)N)C(F)(F)F (4-Nitro-2-trifluoromethyl-phenylamine), ClN1C(CCC1=O)=O (N-chlorosuccinimide), C(C)(=O)OCC (Ethyl acetate). Solvent: C(C)#N (acetonitrile). Conditions: temperature 150 celsius. Yields the product ClC1=C(C(=CC(=C1)[N+](=O)[O-])C(F)(F)F)N (2-Chloro-4-nitro-6-trifluoromethyl-phenylamine). Yield: 75.0%. Reaction SMILES: [N+:1]([C:4]1[CH:9]=[CH:8][C:7]([NH2:10])=[C:6]([C:11]([F:14])([F:13])[F:12])[CH:5]=1)([O-:3])=[O:2].[Cl:15]N1C(=O)CCC1=O.C(OCC)(=O)C>C(#N)C>[Cl:15][C:8]1[CH:9]=[C:4]([N+:1]([O-:3])=[O:2])[CH:5]=[C:6]([C:11]([F:12])([F:13])[F:14])[C:7]=1[NH2:10]. Procedure: 4-Nitro-2-trifluoromethyl-phenylamine (5.6 g) and N-chlorosuccinimide (4.0 g) were suspended in acetonitrile (15 mL) and heated to 150° C. for 10 minutes in a sealed microwave process vial. Ethyl acetate (80 mL) was added and the organic phase was washed with 5% aqueous NaOH (2×50 mL), water (2×50 mL) and brine (2×50 mL). The organic phase was dried over magnesium sulfate and concentrated in vacuo. The crude product was purified by flash chromatography to furnish 4.9 g (75% yield) of the title c...